Dataset: the Open Reaction Database (ORD), a public repository of structured organic reaction records. Task: describe an organic reaction: reactants, conditions, products, and yield Starting materials: CC(CCNC(=O)C=1C(=CC=CC1)C1=C(C=CC=C1)CN)C (2′-aminomethylbiphenyl-2-carboxylic acid (3-methylbutyl)amide), C(C)(C)S(=O)(=O)Cl (isopropylsulfonyl chloride). Yields the product CC(CCNC(=O)C=1C(=CC=CC1)C1=C(C=CC=C1)CNS(=O)(=O)C(C)C)C (2′-(Isopropylsulfonylaminomethyl)biphenyl-2-carboxylic acid (3-methylbutyl)amide). RXN SMILES: [CH3:1][CH:2]([CH3:22])[CH2:3][CH2:4][NH:5][C:6]([C:8]1[C:9]([C:14]2[CH:19]=[CH:18][CH:17]=[CH:16][C:15]=2[CH2:20][NH2:21])=[CH:10][CH:11]=[CH:12][CH:13]=1)=[O:7].[CH:23]([S:26](Cl)(=[O:28])=[O:27])([CH3:25])[CH3:24]>>[CH3:1][CH:2]([CH3:22])[CH2:3][CH2:4][NH:5][C:6]([C:8]1[C:9]([C:14]2[CH:19]=[CH:18][CH:17]=[CH:16][C:15]=2[CH2:20][NH:21][S:26]([CH:23]([CH3:25])[CH3:24])(=[O:28])=[O:27])=[CH:10][CH:11]=[CH:12][CH:13]=1)=[O:7]. Procedure details: From 0.34 mmol of 2′-aminomethylbiphenyl-2-carboxylic acid (3-methylbutyl)amide (precursor 5 c) and isopropylsulfonyl chloride, according to the general working procedure followed by purification by flash chromatography 16 mg of 2′-(isopropylsulfonylaminomethyl)biphenyl-2-carboxylic acid (3-methylbutyl)amide were obtained as an oil. MS (ES+): m/e=403 (M+1). Starting materials: ClC=1C2=C(N=CN1)C=NC(=C2)C (4-chloro-6-methyl-pyrido[3,4-d]pyrimidine), C(#C)C=1C=C(N)C=CC1 (3-ethynylaniline). Product: Cl.C(#C)C=1C=C(C=CC1)NC=1C2=C(N=CN1)C=NC(=C2)C ((3-Ethynyl-phenyl)-(6methyl-pyrido[3,4-d]pyrimidin-4-yl)-amine Hydrochloride). As a reaction SMILES: [Cl:1][C:2]1[C:3]2[CH:11]=[C:10]([CH3:12])[N:9]=[CH:8][C:4]=2[N:5]=[CH:6][N:7]=1.[C:13]([C:15]1[CH:16]=[C:17]([CH:19]=[CH:20][CH:21]=1)[NH2:18])#[CH:14]>>[ClH:1].[C:13]([C:15]1[CH:16]=[C:17]([NH:18][C:2]2[C:3]3[CH:11]=[C:10]([CH3:12])[N:9]=[CH:8][C:4]=3[N:5]=[CH:6][N:7]=2)[CH:19]=[CH:20][CH:21]=1)#[CH:14] |f:2.3|. Reported procedure: This material was prepared from 4-chloro-6-methyl-pyrido[3,4-d]pyrimidine (1.0 eq.) and 3-ethynylaniline (1.1 eq.) as described for Example 74. After extraction chromatography of the residue on silica in 20% to 80% acetone/hexanes afforded 166 mg of the title product as its free-base which was converted to the title product (M.P. 250-252° C.; LC-MS: 261 (MH+); anal.RP-HPLC: 3.69 min.). Starting materials: ClC1=C2N=CN(C2=NC=N1)[C@@H]1O[C@@H]([C@@H]2[C@H]1OC(O2)(C)C)C(=O)O ((3aS,4S,6R,6aR)-6-(6-chloro-purin-9-yl)-2,2-dimethyl-tetrahydro-furo[3,4-d][1,3]dioxole-4-carboxylic acid), C(C)(C)N (isopropyl amine). Solvent: C(C)(C)O (isopropanol). Product: C(C)(C)NC1=C2N=CN(C2=NC=N1)[C@@H]1O[C@@H]([C@@H]2[C@H]1OC(O2)(C)C)C(=O)O ((3aS,4S,6R,6aR)-6-(6-Isopropylamino-purin-9-yl)-2,2-dimethyl-tetrahydro-furo[3,4-d][1,3]dioxole-4-carboxylic acid). RXN SMILES: Cl[C:2]1[N:10]=[CH:9][N:8]=[C:7]2[C:3]=1[N:4]=[CH:5][N:6]2[C@H:11]1[C@@H:15]2[O:16][C:17]([CH3:20])([CH3:19])[O:18][C@@H:14]2[C@@H:13]([C:21]([OH:23])=[O:22])[O:12]1.[CH:24]([NH2:27])([CH3:26])[CH3:25]>C(O)(C)C>[CH:24]([NH:27][C:2]1[N:10]=[CH:9][N:8]=[C:7]2[C:3]=1[N:4]=[CH:5][N:6]2[C@H:11]1[C@@H:15]2[O:16][C:17]([CH3:20])([CH3:19])[O:18][C@@H:14]2[C@@H:13]([C:21]([OH:23])=[O:22])[O:12]1)([CH3:26])[CH3:25]. Reported procedure: A mixture of (3aS,4S,6R,6aR)-6-(6-chloro-purin-9-yl)-2,2-dimethyl-tetrahydro-furo[3,4-d][1,3]dioxole-4-carboxylic acid (5.82 g) and isopropyl amine (7.27 ml) in isopropanol (20 ml) was heated under reflux for 40 h, cooled to room temperature and concentrated in vacuo. The resulting residue was partitioned between ethyl acetate (75 ml) and citric acid (0.5M, 75 ml). The layers were separated, and the organic phase washed with citric acid solution (2×50 ml). The combined organic extracts were wash... Starting materials: Cl.N[C@H]1CC[C@H](CC1)NC(=O)C1=C(NC=2C1=NC=CC2C2=C(C=CC(=C2)F)OCC2CC2)C (N-(cis-4-aminocyclohexyl)-7-[2-(cyclopropylmethoxy)-5-fluorophenyl]-2-methyl-1H-pyrrolo[3,2-b]pyridine-3-carboxamide hydrochloride), C(CC)(=O)Cl (propionyl chloride). Yields the product C1(CC1)COC1=C(C=C(C=C1)F)C1=C2C(=NC=C1)C(=C(N2)C)C(=O)N[C@@H]2CC[C@@H](CC2)NC(CC)=O (7-[2-(Cyclopropylmethoxy)-5-fluorophenyl]-2-methyl-N-[cis-4-(propanoylamino)cyclohexyl]-1H-pyrrolo[3,2-b]pyridine-3-carboxamide). As a reaction SMILES: Cl.[NH2:2][C@@H:3]1[CH2:8][CH2:7][C@H:6]([NH:9][C:10]([C:12]2[C:16]3=[N:17][CH:18]=[CH:19][C:20]([C:21]4[CH:26]=[C:25]([F:27])[CH:24]=[CH:23][C:22]=4[O:28][CH2:29][CH:30]4[CH2:32][CH2:31]4)=[C:15]3[NH:14][C:13]=2[CH3:33])=[O:11])[CH2:5][CH2:4]1.[C:34](Cl)(=[O:37])[CH2:35][CH3:36]>>[CH:30]1([CH2:29][O:28][C:22]2[CH:23]=[CH:24][C:25]([F:27])=[CH:26][C:21]=2[C:20]2[CH:19]=[CH:18][N:17]=[C:16]3[C:12]([C:10]([NH:9][C@H:6]4[CH2:7][CH2:8][C@@H:3]([NH:2][C:34](=[O:37])[CH2:35][CH3:36])[CH2:4][CH2:5]4)=[O:11])=[C:13]([CH3:33])[NH:14][C:15]=23)[CH2:31][CH2:32]1 |f:0.1|. Reported procedure: Starting from N-(cis-4-aminocyclohexyl)-7-[2-(cyclopropylmethoxy)-5-fluorophenyl]-2-methyl-1H-pyrrolo[3,2-b]pyridine-3-carboxamide hydrochloride (example D.f9) and commercially propionyl chloride the title compound is obtained as colorless solid. Reactants: [Ca] (calcium), [Ca] (calcium), N[C@@H](CCC(=O)O)C(=O)O (glutamic acid), N[C@@H](CCC(=O)O)C(=O)O (glutamic acid). Run in O (water). The product is [Ca].N[C@@H](CCC(=O)O)C(=O)O (calcium glutamic acid), [Ca] (calcium). As a reaction SMILES: [Ca:1].[NH2:2][C@H:3]([C:9]([OH:11])=[O:10])[CH2:4][CH2:5][C:6]([OH:8])=[O:7]>O>[Ca:1].[NH2:2][C@H:3]([C:9]([OH:11])=[O:10])[CH2:4][CH2:5][C:6]([OH:8])=[O:7].[Ca:1] |f:3.4|. Procedure: 20 g of seaweed calcium (calcium content: 32%) was dispersed in 500 ml of water and dissolved therein by stirring, and 60 g of glutamic acid was added thereto to perform a reaction, then the solution was continually stirred until the seaweed calcium and glutamic acid were entirely dissolved. Bubbles were generated in the initial stage of the reaction but they disappeared after a certain time. The resulting reaction solution was centrifuged to remove insoluble materials, and the clear supernatant... Reactants: O=C([O-])[O-], CN(C)C=O, O=C(Cl)CCCCCl, [K+], [K+], O=C1CCCNc2ccccc21. Yields the product O=C1CCCN(C(=O)CCCCCl)c2ccccc21. RXN SMILES: [C:21](=[O:22])([O-:23])[O-:24].[CH3:27][N:28]([CH3:29])[CH:30]=[O:31].[Cl:1][CH2:2][CH2:3][CH2:4][CH2:5][C:6](=[O:7])[Cl:8].[K+:25].[K+:26].[NH:9]1[CH2:10][CH2:11][CH2:12][C:13](=[O:20])[c:14]2[c:15]1[cH:16][cH:17][cH:18][cH:19]2>>[Cl:1][CH2:2][CH2:3][CH2:4][CH2:5][C:6](=[O:7])[N:9]1[CH2:10][CH2:11][CH2:12][C:13](=[O:20])[c:14]2[c:15]1[cH:16][cH:17][cH:18][cH:19]2. The reactants are Cc1sc(C(=O)O)cc1Br, CO, O=S(=O)(O)O. Yields the product COC(=O)c1cc(Br)c(C)s1. RXN SMILES: [Br:1][c:2]1[cH:3][c:4]([C:8](=[O:9])[OH:10])[s:5][c:6]1[CH3:7].[CH3:11][OH:12].[S:13](=[O:14])(=[O:15])([OH:16])[OH:17]>>[Br:1][c:2]1[cH:3][c:4]([C:8](=[O:9])[O:10][CH3:11])[s:5][c:6]1[CH3:7].